From a dataset of the Open Reaction Database (ORD), a public repository of structured organic reaction records. describe an organic reaction: reactants, conditions, products, and yield The reactants are C(C)(C)(C)OC(=O)N1[C@H](C(=O)O)CCC1 (N-(tert-Butoxycarbonyl)-L-proline), O1CCCC1 (THF), C([O-])([O-])=O.[K+].[K+] (potassium carbonate), CI (methyl iodide). Product: N1([C@@H](CCC1)C(=O)OC)C(=O)OC(C)(C)C (1-tert-Butyl 2-methyl(2S)-pyrrolidine-1,2-dicarboxylate). Yield: 97.1%. As a reaction SMILES: [C:1]([O:5][C:6]([N:8]1[CH2:15][CH2:14][CH2:13][C@H:9]1[C:10]([OH:12])=[O:11])=[O:7])([CH3:4])([CH3:3])[CH3:2].O1CCC[CH2:17]1.C(=O)([O-])[O-].[K+].[K+].CI>>[N:8]1([C:6]([O:5][C:1]([CH3:4])([CH3:2])[CH3:3])=[O:7])[CH2:15][CH2:14][CH2:13][C@H:9]1[C:10]([O:12][CH3:17])=[O:11] |f:2.3.4|. Procedure: N-(tert-Butoxycarbonyl)-L-proline (7.05 g, 0.0328 mol) was dissolved in THF (200 mL, 2 mol) and to this solution was added potassium carbonate (10.2 g, 0.0738 mol) and methyl iodide (5.0 mL, 0.08 mol). The resulting heterogeneous solution was heated to reflux for 16 h with vigorous stirring. The mixture was then filtered through a pad of diatomaceous earth and the filter pad was washed thoroughly with tetrahydrofuran (THF). The volatiles were removed in vacuo and the resulting residue was purifi... Reactants: CC1(OC(=O)NC(CC(=O)O)C(=O)O)CCC1, C(=NC1CCCCC1)=NC1CCCCC1, C1COCCO1. The product is CC1(OC(=O)NC2CC(=O)OC2=O)CCC1. RXN SMILES: [CH3:1][C:2]1([O:6][C:7](=[O:8])[NH:9][CH:10]([CH2:11][C:12](=[O:13])[OH:14])[C:15](=[O:16])[OH:17])[CH2:3][CH2:4][CH2:5]1.[CH:18]1([N:19]=[C:20]=[N:21][CH:22]2[CH2:23][CH2:24][CH2:25][CH2:26][CH2:27]2)[CH2:28][CH2:29][CH2:30][CH2:31][CH2:32]1.[O:33]1[CH2:34][CH2:35][O:36][CH2:37][CH2:38]1>>[CH3:1][C:2]1([O:6][C:7](=[O:8])[NH:9][CH:10]2[CH2:11][C:12](=[O:14])[O:17][C:15]2=[O:16])[CH2:3][CH2:4][CH2:5]1.